Dataset: the Open Reaction Database (ORD), a public repository of structured organic reaction records. Task: describe an organic reaction: reactants, conditions, products, and yield The reactants are BrC=1C(=NC=C(C1)[N+](=O)[O-])OCC1CC1 (3-bromo-2-(cyclopropylmethoxy)-5-nitropyridine), [Cl-].[NH4+] (ammonium chloride), O (water), C(C)O (ethanol). The reagents and catalysts are [Fe] (iron). Solvent: C1CCOC1 (THF). Conditions: temperature 50 celsius. Yields the product BrC=1C=C(C=NC1OCC1CC1)N (5-bromo-6-(cyclopropylmethoxy)pyridin-3-amine). The yield is 59.9%. As a reaction SMILES: [Br:1][C:2]1[C:3]([O:11][CH2:12][CH:13]2[CH2:15][CH2:14]2)=[N:4][CH:5]=[C:6]([N+:8]([O-])=O)[CH:7]=1.[Cl-].[NH4+].O.C(O)C>C1COCC1.[Fe]>[Br:1][C:2]1[CH:7]=[C:6]([NH2:8])[CH:5]=[N:4][C:3]=1[O:11][CH2:12][CH:13]1[CH2:15][CH2:14]1 |f:1.2|. Procedure: A mixture of 3-bromo-2-(cyclopropylmethoxy)-5-nitropyridine (1 g, 3.7 mmol), ammonium chloride (600 mg, 11.1 mmol), and iron powder (1.05 g, 19 mmol) suspended in THF (6.2 mL), water (2.3 mL) and ethanol (6.2 mL) was heated to 100° C. using microwave irradiation (normal) for 5 h. The crude reaction mixture was filtered through a short plug of celite; the celite plug was washed with warm (50° C.) MeOH (50 mL). The resulting filtrate was concentrated in vacuo. The resulting residue was diluted wit... Starting materials: C(C)OC(=O)C=1C=NC=2N(C1NC1=C(C=C(C=C1)F)C)N=CC2S(=O)(=O)O (6-ethoxycarbonyl-7-(4-fluoro-2-methylphenylamino)pyrazolo[1,5-a]pyrimidine-3-sulfonic acid), C1(CC1)N (cyclopropylamine). The product is C1(CC1)NS(=O)(=O)C=1C=NN2C1N=CC(=C2NC2=C(C=C(C=C2)F)C)C(=O)OCC (Ethyl 3-(N-cyclopropylsulfamoyl)-7-(4-fluoro-2-methylphenylamino)-pyrazolo[1,5-a]pyrimidine-6-carboxylate). The yield is 99.9%. Reaction SMILES: [CH2:1]([O:3][C:4]([C:6]1[CH:7]=[N:8][C:9]2[N:10]([N:21]=[CH:22][C:23]=2[S:24]([OH:27])(=[O:26])=O)[C:11]=1[NH:12][C:13]1[CH:18]=[CH:17][C:16]([F:19])=[CH:15][C:14]=1[CH3:20])=[O:5])[CH3:2].[CH:28]1([NH2:31])[CH2:30][CH2:29]1>>[CH:28]1([NH:31][S:24]([C:23]2[CH:22]=[N:21][N:10]3[C:11]([NH:12][C:13]4[CH:18]=[CH:17][C:16]([F:19])=[CH:15][C:14]=4[CH3:20])=[C:6]([C:4]([O:3][CH2:1][CH3:2])=[O:5])[CH:7]=[N:8][C:9]=23)(=[O:26])=[O:27])[CH2:30][CH2:29]1. Procedure: Using 6-ethoxycarbonyl-7-(4-fluoro-2-methylphenylamino)pyrazolo[1,5-a]pyrimidine-3-sulfonic acid (0.400 g, 1.145 mmol) obtained in Example 1 step 2 and cyclopropylamine (0.261 g, 4.580 mmol) instead of tert-butylamine, and in the same manner as in Example 1 step 3, the title compound (0.496 g, 100%) was obtained.